From a dataset of the Open Reaction Database (ORD), a public repository of structured organic reaction records. describe an organic reaction: reactants, conditions, products, and yield Starting materials: [N-]=C=O.[N-]=C=O.C1(=CC=CC=C1)CC1=CC=CC=C1 (diphenylmethane diisocyanate), C(CCCCCCCCCCC)(=O)[O-].C(CCCCCCCCCCC)(=O)[O-].C(CCC)[Sn+2]CCCC (dibutyltin dilaurate), C(C(=C)C)(=O)OCCO (2-hydroxyethyl methacrylate), polyether polyol, polyethylene glycol. Reaction conditions: temperature 60 celsius, time 4 hour. Product: C(C(=C)C)(=O)O.NC(=O)OCC (urethane methacrylate). As a reaction SMILES: [N-:1]=[C:2]=[O:3].[N-]=C=O.C1(CC2C=CC=CC=2)C=CC=CC=1.[C:20]([O-])(=[O:32])[CH2:21]CCCCCCCCCC.C([O-])(=O)CCCCCCCCCCC.C([Sn+2]CCCC)CCC.[C:57]([O:62]CCO)(=[O:61])[C:58]([CH3:60])=[CH2:59]>>[C:57]([OH:62])(=[O:61])[C:58]([CH3:60])=[CH2:59].[NH2:1][C:2]([O:32][CH2:20][CH3:21])=[O:3] |f:0.1.2,3.4.5,7.8|. Procedure details: In a 3 L four-necked flask equipped with a stirrer, a reflux condenser tube, a gas introducing pipe, and a thermometer, 500 g of diphenylmethane diisocyanate, 700 g of Actcol P-22 (polyether polyol manufactured by MITSUI TAKEDA CHEMICAL, INC.: weight average molecular weight=1,000), 180 g of TOHO polyethylene glycol #600 (polyethylene glycol manufactured by TOHO Chemical Industry Co., Ltd.: weight average molecular weight=600), and 0.2 g of dibutyltin dilaurate were placed. The mixture was react...